Dataset: the Open Reaction Database (ORD), a public repository of structured organic reaction records. Task: describe an organic reaction: reactants, conditions, products, and yield Reactants: FC1=C(C=CC=C1)N1C(C(=CC=C1C)C#N)=O (1-(2-fluorophenyl)-6-methyl-2-oxo-1,2-dihydropyridine-3-carbonitrile), S(O)(O)(=O)=O (sulfuric acid), O (water). Product: FC1=C(C=CC=C1)N1C(C(=CC=C1C)C(=O)O)=O (1-(2-fluorophenyl)-6-methyl-2-oxo-1,2-dihydropyridine-3-carboxylic acid). Yield: 72.0%. RXN SMILES: [F:1][C:2]1[CH:7]=[CH:6][CH:5]=[CH:4][C:3]=1[N:8]1[C:13]([CH3:14])=[CH:12][CH:11]=[C:10]([C:15]#N)[C:9]1=[O:17].[OH2:18].S(=O)(=O)(O)[OH:20]>>[F:1][C:2]1[CH:7]=[CH:6][CH:5]=[CH:4][C:3]=1[N:8]1[C:13]([CH3:14])=[CH:12][CH:11]=[C:10]([C:15]([OH:20])=[O:18])[C:9]1=[O:17]. Procedure details: An aqueous solution (98% sulfuric acid 3 mL, water 3 mL) of 1-(2-fluorophenyl)-6-methyl-2-oxo-1,2-dihydropyridine-3-carbonitrile (660 mg, 3.08 mmol) in sulfuric acid was stirred at 130° C. for 6 hr. The reaction solution was cooled to room temperature, water was added, and the precipitated solid was collected by filtration. The obtained solid was washed with ethyl acetate to give the title compound (550 mg, 72%) as a brown solid.